This data is from the Open Reaction Database (ORD), a public repository of structured organic reaction records. The task is: describe an organic reaction: reactants, conditions, products, and yield Starting materials: S(O)(O)(=O)=O (sulfuric acid), C1(=CC=CC=C1)C1=CC=C(OC=2C=C(C(C#N)=CC2)C#N)C=C1 (4-(4-phenylphenoxy)-phthalonitrile), C(C)(=O)O (acetic acid), ice water. Run at temperature 120 celsius. Yields the product C1(=CC=CC=C1)C1=CC=C(OC=2C=C3C(C(=O)OC3=O)=CC2)C=C1 (4-(4-Phenylphenoxy)-phthalic anhydride). Yield: 99.0%. RXN SMILES: [C:1]1([C:7]2[CH:23]=[CH:22][C:10]([O:11][C:12]3[CH:13]=[C:14](C#N)[C:15](=[CH:18][CH:19]=3)C#N)=[CH:9][CH:8]=2)[CH:6]=[CH:5][CH:4]=[CH:3][CH:2]=1.S(=O)(=O)(O)[OH:25].[C:29]([OH:32])(=[O:31])[CH3:30]>>[C:1]1([C:7]2[CH:23]=[CH:22][C:10]([O:11][C:12]3[CH:13]=[C:14]4[C:15](=[O:25])[O:32][C:29](=[O:31])[C:30]4=[CH:18][CH:19]=3)=[CH:9][CH:8]=2)[CH:6]=[CH:5][CH:4]=[CH:3][CH:2]=1. Procedure: A 1 L 3-necked round-bottomed flask was equipped with a condenser, mechanical stirrer, and an addition funnel. The flask was charged with 4-(4-phenylphenoxy)-phthalonitrile (71 g, 0.24 mole) and acetic acid (450 mL). The addition funnel was filled with 70% sulfuric acid (200 mL). The solution was heated to 120° C., and then sulfuric was added drop-wise into the reaction mixture over 2 hours. The resulting mixture was refluxed overnight (12 hours). The reaction mixture was cooled to room temperat... Reactants: C(C1=CC=CC=C1)SC1=NC=NC2=C1N=C(N=C2N2CCS(CC2)=O)Cl (8-benzylthio-2-chloro-4-(1-oxido-thiomorpholino)pyrimido[5,4-d]pyrimidine), NCC(C)O (1-amino-2-propanol). Yields the product C(C1=CC=CC=C1)SC1=NC=NC2=C1N=C(N=C2N2CCS(CC2)=O)NCC(C)O (8-Benzylthio-2-(2-hydroxypropyl-amino)-4-(1-oxidothiomorpholino)-pyrimido[5,4-d]pyrimidine). Reaction SMILES: [CH2:1]([S:8][C:9]1[C:14]2[N:15]=[C:16](Cl)[N:17]=[C:18]([N:19]3[CH2:24][CH2:23][S:22](=[O:25])[CH2:21][CH2:20]3)[C:13]=2[N:12]=[CH:11][N:10]=1)[C:2]1[CH:7]=[CH:6][CH:5]=[CH:4][CH:3]=1.[NH2:27][CH2:28][CH:29]([OH:31])[CH3:30]>>[CH2:1]([S:8][C:9]1[C:14]2[N:15]=[C:16]([NH:27][CH2:28][CH:29]([OH:31])[CH3:30])[N:17]=[C:18]([N:19]3[CH2:24][CH2:23][S:22](=[O:25])[CH2:21][CH2:20]3)[C:13]=2[N:12]=[CH:11][N:10]=1)[C:2]1[CH:7]=[CH:6][CH:5]=[CH:4][CH:3]=1. Procedure: This compound was prepared analogous to Example 1 from 8-benzylthio-2-chloro-4-(1-oxido-thiomorpholino)pyrimido[5,4-d]pyrimidine and 1-amino-2-propanol. The reactants are N1=CN(C=2C=NC=CC21)C2=CC(=C(S2)C(=O)OC)OCC2=CC=C(C=C2)C(F)(F)F (methyl 5-(3H-imidazo[4,5-c]pyridin-3-yl)-3-{[4-(trifluoromethyl)benzyl]oxy}thiophene-2-carboxylate), saturated solution, N (ammonia). Solvent: CO (methanol). Run at temperature 125 celsius, time 4 hour. Yields the product N1=CN(C=2C=NC=CC21)C2=CC(=C(S2)C(=O)N)OCC2=CC=C(C=C2)C(F)(F)F (5-(3H-imidazo[4,5-c]pyridin-3-yl)-3-{[4-(trifluoromethyl)benzyl]oxy}thiophene-2-carboxamide). Reaction SMILES: [N:1]1[C:9]2[CH:8]=[CH:7][N:6]=[CH:5][C:4]=2[N:3]([C:10]2[S:14][C:13]([C:15]([O:17]C)=O)=[C:12]([O:19][CH2:20][C:21]3[CH:26]=[CH:25][C:24]([C:27]([F:30])([F:29])[F:28])=[CH:23][CH:22]=3)[CH:11]=2)[CH:2]=1.[NH3:31]>CO>[N:1]1[C:9]2[CH:8]=[CH:7][N:6]=[CH:5][C:4]=2[N:3]([C:10]2[S:14][C:13]([C:15]([NH2:31])=[O:17])=[C:12]([O:19][CH2:20][C:21]3[CH:22]=[CH:23][C:24]([C:27]([F:28])([F:29])[F:30])=[CH:25][CH:26]=3)[CH:11]=2)[CH:2]=1. Procedure: A mixture of 41 mg of methyl 5-(3H-imidazo[4,5-c]pyridin-3-yl)-3-{[4-(trifluoromethyl)benzyl]oxy}thiophene-2-carboxylate and 5 ml of a saturated solution of ammonia in methanol is stirred in a microwave vial at 125° C. for 4 h in the microwave cavity. The reaction mixture is concentrated to dryness, the resulting residue is dissolved in 5 ml dichloromethane and purified by flash chromatography (dichloromethane/methanol, 95/5 (v/v)) to yield the title compound. The reactants are BrCC1=C(C(=CC=C1)Cl)OC (1-(bromomethyl)-3-chloro-2-methoxybenzene), ClC1=CC(=C(C=C1)C)OC (4-chloro-2-methoxy-1-methylbenzene), C1CC(=O)N(C1=O)Br (NBS). Reagents/catalysts: C(C1=CC=CC=C1)(=O)OOC(C1=CC=CC=C1)=O (benzoyl peroxide). Run in C(Cl)(Cl)Cl (CHCl3). Yields the product ClC=1C(=C(C=CC1)CCN)OC (2-(3-chloro-2-methoxyphenyl)ethanamine). RXN SMILES: Br[CH2:2][C:3]1[CH:8]=[CH:7][CH:6]=[C:5]([Cl:9])[C:4]=1[O:10][CH3:11].ClC1C=CC(C)=C(OC)C=1.C1C(=O)[N:26](Br)[C:24](=O)C1>C(Cl)(Cl)Cl.C(OOC(=O)C1C=CC=CC=1)(=O)C1C=CC=CC=1>[Cl:9][C:5]1[C:4]([O:10][CH3:11])=[C:3]([CH2:2][CH2:24][NH2:26])[CH:8]=[CH:7][CH:6]=1. Reported procedure: 1-(bromomethyl)-3-chloro-2-methoxybenzene. A mixture of 4-chloro-2-methoxy-1-methylbenzene (26.5 g, 169 mmol), NBS (33.1 g, 186 mmol) and benzoyl peroxide (200 mg, 0.826 mmol) in CHCl3 was heated to reflux for 24 h. The reaction was allowed to cool to RT and then concentrated in vacuo. The residue was stirred with petroleum ether and the resulting suspension was filtered off and the filtrate was concentrated in vacuo to give the title compound (30.9 g) as brown oil, which was used as it is in th... Reactants: CC(=O)OC1CN2C(=O)N(c3cc(Cl)cc(Cl)c3)C(=O)C2(Cc2ccc(Br)cc2)C1, C1CCOC1, CO, O. Product: O=C1N(c2cc(Cl)cc(Cl)c2)C(=O)C2(Cc3ccc(Br)cc3)CC(O)CN12. As a reaction SMILES: [Br:1][c:2]1[cH:3][cH:4][c:5]([CH2:6][C:7]23[C:8](=[O:28])[N:9]([c:20]4[cH:21][c:22]([Cl:27])[cH:23][c:24]([Cl:26])[cH:25]4)[C:10](=[O:19])[N:11]2[CH2:12][CH:13]([O:15][C:16](=[O:17])[CH3:18])[CH2:14]3)[cH:29][cH:30]1.[CH2:32]1[O:33][CH2:34][CH2:35][CH2:36]1.[CH3:37][OH:38].[OH2:31]>>[Br:1][c:2]1[cH:3][cH:4][c:5]([CH2:6][C:7]23[C:8](=[O:28])[N:9]([c:20]4[cH:21][c:22]([Cl:27])[cH:23][c:24]([Cl:26])[cH:25]4)[C:10](=[O:19])[N:11]2[CH2:12][CH:13]([OH:15])[CH2:14]3)[cH:29][cH:30]1. Reactants: [OH-].[NH4+] (ammonium hyroxide), NC1=C(C=CC(=C1)[N+](=O)[O-])NC(=O)C=1OC=CC1 (N-(2-amino-4-nitrophenyl)-2-furamide), Cl (hydrochloric acid), ice. The solvent is O (water). The product is O1C(=CC=C1)C=1NC2=C(N1)C=CC(=C2)[N+](=O)[O-] (2-(2-Furyl)-5-nitro-benzimidazole). As a reaction SMILES: [NH2:1][C:2]1[CH:7]=[C:6]([N+:8]([O-:10])=[O:9])[CH:5]=[CH:4][C:3]=1[NH:11][C:12]([C:14]1[O:15][CH:16]=[CH:17][CH:18]=1)=O.Cl.[OH-].[NH4+]>O>[O:15]1[CH:16]=[CH:17][CH:18]=[C:14]1[C:12]1[NH:1][C:2]2[CH:7]=[C:6]([N+:8]([O-:10])=[O:9])[CH:5]=[CH:4][C:3]=2[N:11]=1 |f:2.3|. Procedure: A stirred mixture of N-(2-amino-4-nitrophenyl)-2-furamide (125 g, 0.5 mole) in a solution of concentrated hydrochloric acid (400 m) and 850 ml of water is heated on a steam bath for 3 hr. The reaction mixture after pouring into 4 liters of ice is treated with concentrated ammonium hyroxide until basic. The intermediate is filtered to give 104 g (91 percent).